describe an organic reaction: reactants, conditions, products, and yield From a dataset of the Open Reaction Database (ORD), a public repository of structured organic reaction records. Starting materials: BrC=1C=C(C=O)C=CC1F (3-bromo-4-fluoro-benzaldehyde), [BH4-].[Na+] (sodium borohydride), O (water). Solvent: CO (methanol). The product is BrC=1C=C(C=CC1F)CO ((3-bromo-4-fluoro-phenyl)-methanol). As a reaction SMILES: [Br:1][C:2]1[CH:3]=[C:4]([CH:7]=[CH:8][C:9]=1[F:10])[CH:5]=[O:6].[BH4-].[Na+].O>CO>[Br:1][C:2]1[CH:3]=[C:4]([CH2:5][OH:6])[CH:7]=[CH:8][C:9]=1[F:10] |f:1.2|. Reported procedure: A solution of 5 g (24.6 mmol) 3-bromo-4-fluoro-benzaldehyde in 20 ml anhydrous methanol is mixed in portions with 1.38 g (36.58 mmol) sodium borohydride while stirring and stirred for another hour at room temperature. After adding water, an extraction is carried out using diethyl ether, and the organic phase is dried over sodium sulfate. After the solvent is removed under vacuum, the appropriate alcohol is obtained. The product is obtained in pure form and can be used for further reactions. The reactants are CC(C)Cc1ccc(-c2ccccc2S(=O)(=O)Cl)cc1, CC(=O)OC(C)=O, O=[N+]([O-])O. Yields the product CC(C)Cc1ccc(-c2ccccc2S(=O)(=O)Cl)cc1[N+](=O)[O-]. Reaction SMILES: [CH2:5]([CH:6]([CH3:7])[CH3:8])[c:9]1[cH:10][cH:11][c:12](-[c:15]2[c:16]([S:21](=[O:22])(=[O:23])[Cl:24])[cH:17][cH:18][cH:19][cH:20]2)[cH:13][cH:14]1.[CH3:25][C:26]([O:27][C:28](=[O:29])[CH3:30])=[O:31].[OH:1][N+:2]([O-:3])=[O:4]>>[O-:1][N+:2](=[O:4])[c:14]1[c:9]([CH2:5][CH:6]([CH3:7])[CH3:8])[cH:10][cH:11][c:12](-[c:15]2[c:16]([S:21](=[O:22])(=[O:23])[Cl:24])[cH:17][cH:18][cH:19][cH:20]2)[cH:13]1. The reactants are BrBr (Bromine), NC1=NC=C(C=C1)[N+](=O)[O-] (2-amino-5-nitropyridine), O (water). Run in C1CCOC1 (THF). Reaction conditions: time 1 hour. Yields the product NC1=NC=C(C=C1Br)[N+](=O)[O-] (2-amino-3-bromo-5-nitropyridine). The yield is 81.1%. Reaction SMILES: [Br:1]Br.[NH2:3][C:4]1[CH:9]=[CH:8][C:7]([N+:10]([O-:12])=[O:11])=[CH:6][N:5]=1.O>C1COCC1>[NH2:3][C:4]1[C:9]([Br:1])=[CH:8][C:7]([N+:10]([O-:12])=[O:11])=[CH:6][N:5]=1. Procedure: Bromine (62.6 mλ; 1.2 mole) was dropwise added to 2-amino-5-nitropyridine (154.1 g; 1.1 mole) in THF (300 mλ) at room temperature. The resulting mixture was stirred for one hour and then poured into water (3 λ). The crystals thus formed were recrystallized from acetonitrile (500 mλ) to give 2-amino-3-bromo-5-nitropyridine (A) (194.4 g; 80%).